This data is from the Open Reaction Database (ORD), a public repository of structured organic reaction records. The task is: describe an organic reaction: reactants, conditions, products, and yield Starting materials: C(OC(C)Cl)(OCC1=CC=CS1)=O (1-Chloroethyl thenyl carbonate), C(C)(=O)NC=1C(=C(C(=C(C1I)C(=O)[O-])I)N(C)C(C)=O)I.[K+] (potassium 5-(N-acetylamino)-3-(N-acetyl-N-methylamino)-2,4,6-triiodobenzenecarboxylate), [I-].[K+] (potassium iodide). The solvent is CN(C)C=O (DMF). Reaction conditions: temperature 50 celsius, time 4 day. Yields the product C(C)(=O)NC=1C(=C(C(=C(C1I)C(=O)OC(C)OC(=O)OCC1=CC=CS1)I)N(C)C(C)=O)I (1-(Thenyloxycarbonyloxy)ethyl 5-(N-acetylamino)-3-(N-acetyl-N-methylamino)-2,4,6-triiodobenzenecarboxylate). RXN SMILES: [C:1](=[O:13])([O:6][CH2:7][C:8]1[S:12][CH:11]=[CH:10][CH:9]=1)[O:2][CH:3](Cl)[CH3:4].[C:14]([NH:17][C:18]1[C:19]([I:34])=[C:20]([N:29]([C:31](=[O:33])[CH3:32])[CH3:30])[C:21]([I:28])=[C:22]([C:25]([O-:27])=[O:26])[C:23]=1[I:24])(=[O:16])[CH3:15].[K+].[I-].[K+]>CN(C=O)C>[C:14]([NH:17][C:18]1[C:19]([I:34])=[C:20]([N:29]([C:31](=[O:33])[CH3:32])[CH3:30])[C:21]([I:28])=[C:22]([C:25]([O:27][CH:3]([O:2][C:1]([O:6][CH2:7][C:8]2[S:12][CH:11]=[CH:10][CH:9]=2)=[O:13])[CH3:4])=[O:26])[C:23]=1[I:24])(=[O:16])[CH3:15] |f:1.2,3.4|. Procedure: 1-Chloroethyl thenyl carbonate (2.43 g, 11 mmol) was added at room temperature to a solution of potassium 5-(N-acetylamino)-3-(N-acetyl-N-methylamino)-2,4,6-triiodobenzenecarboxylate (6.66 g, 10 mmol) and potassium iodide (0.17 g, 1 mmol) in dry DMF. After stirring at 50° C. for 5 hours and at room temperature for 4 days the solvent was removed at reduced pressure. The residue was suspended in chloroform (100 ml) and washed three times with a saturated sodium hydrogen carbonate solution and fina... The reactants are Cc1ccccc1, O=CO, Fc1ccc(-c2ccc(C3OCCO3)cc2)cc1F. The product is O=Cc1ccc(-c2ccc(F)c(F)c2)cc1. RXN SMILES: [CH3:20][c:21]1[cH:22][cH:23][cH:24][cH:25][cH:26]1.[CH:27]([OH:28])=[O:29].[F:1][c:2]1[cH:3][c:4](-[c:9]2[cH:10][cH:11][c:12]([CH:15]3[O:16][CH2:19][CH2:18][O:17]3)[cH:13][cH:14]2)[cH:5][cH:6][c:7]1[F:8]>>[F:1][c:2]1[cH:3][c:4](-[c:9]2[cH:10][cH:11][c:12]([CH:15]=[O:16])[cH:13][cH:14]2)[cH:5][cH:6][c:7]1[F:8]. The reactants are ClC1=NC=NC(=C1)OCC#CC (4-chloro-6-(2-butynyloxy)pyrimidine), N1CCC=CC1 (1,2,3,6-tetrahydropyridine). Reaction conditions: time 2 hour. The product is C(C#CC)OC1=CC(=NC=N1)N1CCC=CC1 (1-(6-(2-butynyloxy)pyrimidin-4-yl)-1,2,3,6-tetrahydropyridine). Isolated yield 100.9%. As a reaction SMILES: Cl[C:2]1[CH:7]=[C:6]([O:8][CH2:9][C:10]#[C:11][CH3:12])[N:5]=[CH:4][N:3]=1.[NH:13]1[CH2:18][CH:17]=[CH:16][CH2:15][CH2:14]1>>[CH2:9]([O:8][C:6]1[N:5]=[CH:4][N:3]=[C:2]([N:13]2[CH2:14][CH:15]=[CH:16][CH2:17][CH2:18]2)[CH:7]=1)[C:10]#[C:11][CH3:12]. Reported procedure: 0.3 g of 4-chloro-6-(2-butynyloxy)pyrimidine and 0.41 g of 1,2,3,6-tetrahydropyridine were mixed and left for 2 hours at room temperature. The reaction mixture was subjected to silica gel column chromatography to obtain 0.38 g of 1-(6-(2-butynyloxy)pyrimidin-4-yl)-1,2,3,6-tetrahydropyridine (hereinafter, referred to as Compound (54)). Starting materials: ClC(Cl)(OC(OC(Cl)(Cl)Cl)=O)Cl (triphosgene), Cl.ClCCN(C1=CC=C(C=C1)N)CCCl (N,N-bis(2-chloroethyl)benzene-1,4-diamine hydrochloride). Run in C(Cl)(Cl)Cl (CHCl3), C(Cl)(Cl)Cl (CHCl3), CCN(CC)CC (Et3N). Run at time 30 minute. The product is ClCCN(CCCl)C1=CC=C(C=C1)N=C=O (4-[N,N-bis(2-chloroethyl)amino]phenylisocyanate). As a reaction SMILES: Cl.[Cl:2][CH2:3][CH2:4][N:5]([CH2:13][CH2:14][Cl:15])[C:6]1[CH:11]=[CH:10][C:9]([NH2:12])=[CH:8][CH:7]=1.Cl[C:17](Cl)([O:19]C(=O)OC(Cl)(Cl)Cl)Cl>C(Cl)(Cl)Cl.CCN(CC)CC>[Cl:2][CH2:3][CH2:4][N:5]([C:6]1[CH:11]=[CH:10][C:9]([N:12]=[C:17]=[O:19])=[CH:8][CH:7]=1)[CH2:13][CH2:14][Cl:15] |f:0.1|. Procedure details: To a suspension of N,N-bis(2-chloroethyl)benzene-1,4-diamine hydrochloride (18, 2.524 g, 8.25 mmol) in dry CHCl3 (20 mL), Et3N (2.5 mL) was added dropwise at −5-0° C. The resulting solution was added dropwise to a solution of triphosgene (0.673 g, 3.21 mmol) in dry CHCl3 (15 mL) at −5-0° C. The reaction mixture was stirred at room temperature for 30 min. The resulting solution was evaporated under reduced pressure to dryness to give crude isocyanate (19) as liquid. This solution was added dropwi... Reactants: CC=1CC=2C=C3CCC(C3=CC2C1C1=CC=CC=C1)[Li] ((6-Methyl-7-phenyl-1,2,3,5-tetrahydro-s-indacenyl) lithium), [Si](Cl)(Cl)(C)C (Me2SiCl2). Solvent: C1CCOC1 (THF), C1CCOC1 (THF). Reaction conditions: temperature 22.5 celsius. Yields the product Cl[Si](C1C(=C(C2=CC=3CCCC3C=C12)C1=CC=CC=C1)C)(C)C (chlorodimethyl(1,5,6,7-tetrahydro-2-methyl-3-phenyl-s-indacen-1-yl)silane). Isolated yield 96.1%. As a reaction SMILES: [CH3:1][C:2]1[CH2:3][C:4]2[CH:5]=[C:6]3[C:10](=[CH:11][C:12]=2[C:13]=1[C:14]1[CH:19]=[CH:18][CH:17]=[CH:16][CH:15]=1)[CH:9]([Li])[CH2:8][CH2:7]3.[Si:21]([CH3:25])([CH3:24])(Cl)[Cl:22]>C1COCC1>[Cl:22][Si:21]([CH3:25])([CH3:24])[CH:3]1[C:4]2[C:12](=[CH:11][C:10]3[CH2:9][CH2:8][CH2:7][C:6]=3[CH:5]=2)[C:13]([C:14]2[CH:19]=[CH:18][CH:17]=[CH:16][CH:15]=2)=[C:2]1[CH3:1]. Reported procedure: (6-Methyl-7-phenyl-1,2,3,5-tetrahydro-s-indacenyl) lithium (17.8305 g, 0.07068 moles) in THF (50 mL) was added dropwise to a solution of Me2SiCl2 (21.3694 g, 0.1656 moles) in THF (100 mL) at 0° C. This mixture was then allowed to stir at 20-25° C. 16 hours. After the reaction period the volatiles were removed and the residue extracted and filtered using hexane. The removal of the hexane resulted in the isolation of the desired product as a viscous yellow oil (23.0231 g, 96.1 percent).